This data is from the Open Reaction Database (ORD), a public repository of structured organic reaction records. The task is: describe an organic reaction: reactants, conditions, products, and yield Starting materials: CC(C)(C)[Si](C)(C)OCC1CCC(CO[Si](C)(C)C(C)(C)C)N1c1nc(-c2ccc([N+](=O)[O-])cc2)nc(N2CC3CCC(C2)O3)n1, [H][H], C1CCOC1. Product: CC(C)(C)[Si](C)(C)OCC1CCC(CO[Si](C)(C)C(C)(C)C)N1c1nc(-c2ccc(N)cc2)nc(N2CC3CCC(C2)O3)n1. Reaction SMILES: [C:1]([CH3:2])([CH3:3])([CH3:4])[Si:5]([O:6][CH2:7][CH:8]1[N:9]([c:22]2[n:23][c:24]([N:37]3[CH2:38][CH:39]4[CH2:40][CH2:41][CH:42]([CH2:43]3)[O:44]4)[n:25][c:26](-[c:28]3[cH:29][cH:30][c:31]([N+:34]([O-:35])=[O:36])[cH:32][cH:33]3)[n:27]2)[CH:10]([CH2:13][O:14][Si:15]([CH3:16])([CH3:17])[C:18]([CH3:19])([CH3:20])[CH3:21])[CH2:11][CH2:12]1)([CH3:45])[CH3:46].[H:47][H:48].[O:49]1[CH2:50][CH2:51][CH2:52][CH2:53]1>>[C:1]([CH3:2])([CH3:3])([CH3:4])[Si:5]([O:6][CH2:7][CH:8]1[N:9]([c:22]2[n:23][c:24]([N:37]3[CH2:38][CH:39]4[CH2:40][CH2:41][CH:42]([CH2:43]3)[O:44]4)[n:25][c:26](-[c:28]3[cH:29][cH:30][c:31]([NH2:34])[cH:32][cH:33]3)[n:27]2)[CH:10]([CH2:13][O:14][Si:15]([CH3:16])([CH3:17])[C:18]([CH3:19])([CH3:20])[CH3:21])[CH2:11][CH2:12]1)([CH3:45])[CH3:46].